describe an organic reaction: reactants, conditions, products, and yield From a dataset of the Open Reaction Database (ORD), a public repository of structured organic reaction records. Starting materials: resultant mixture, COC(C1=NC=CC=C1)=O.COC=1C=CC(=NC1OC1=CC(=CC=C1)C(F)(F)F)C(=O)O (5-methoxy-6-[3-(trifluoromethyl)phenoxy] picolinic acid picolinic acid methyl ester), aqueous solution, [OH-].[Na+] (sodium hydroxide), Cl (hydrochloric acid). Solvent: C(C)O (ethyl alcohol). Run at temperature 70 celsius, time 1.5 hour. Product: COC=1C=CC(=NC1OC1=CC(=CC=C1)C(F)(F)F)C(=O)O (5-methoxy-6-[3-(trifluoromethyl)phenoxy] picolinic acid). RXN SMILES: COC(=O)C1C=CC=CN=1.[CH3:11][O:12][C:13]1[CH:14]=[CH:15][C:16]([C:30]([OH:32])=[O:31])=[N:17][C:18]=1[O:19][C:20]1[CH:25]=[CH:24][CH:23]=[C:22]([C:26]([F:29])([F:28])[F:27])[CH:21]=1.[OH-].[Na+].Cl>C(O)C>[CH3:11][O:12][C:13]1[CH:14]=[CH:15][C:16]([C:30]([OH:32])=[O:31])=[N:17][C:18]=1[O:19][C:20]1[CH:25]=[CH:24][CH:23]=[C:22]([C:26]([F:28])([F:29])[F:27])[CH:21]=1 |f:0.1,2.3|. Procedure: 5-methoxy-6-[3-(trifluoromethyl)phenoxy] picolinic acid picolinic acid methyl ester (0.7 g, 0.0021 mol) was dissolved in 2.8 ml of ethyl alcohol. One milliliter of an aqueous solution of sodium hydroxide (0.102 g, 0.0021×1.2 mol) was added to the obtained solution. The resultant mixture was heated and stirred at 70° C. for 1.5 hours. After cooling, the obtained reaction solution was mixed with 2 ml of concentrated hydrochloric acid, thereby precipitating solids. The precipitated solids were filt... The reactants are C[O-], CO, CCOCC, N#CCCS(=O)(=O)c1ccc2cc(-c3ccc(F)cc3F)ccc2c1, [Na+], C1CCOC1. Product: O=S([O-])c1ccc2cc(-c3ccc(F)cc3F)ccc2c1, [Na+]. Reaction SMILES: [CH3:1][O-:2].[CH3:29][OH:30].[CH3:36][CH2:37][O:38][CH2:39][CH3:40].[F:4][c:5]1[c:6](-[c:12]2[cH:13][c:14]3[cH:15][cH:16][c:17]([S:22](=[O:23])(=[O:24])[CH2:25][CH2:26][C:27]#[N:28])[cH:18][c:19]3[cH:20][cH:21]2)[cH:7][cH:8][c:9]([F:11])[cH:10]1.[Na+:3].[O:31]1[CH2:32][CH2:33][CH2:34][CH2:35]1>>[F:4][c:5]1[c:6](-[c:12]2[cH:13][c:14]3[cH:15][cH:16][c:17]([S:22](=[O:23])[O-:24])[cH:18][c:19]3[cH:20][cH:21]2)[cH:7][cH:8][c:9]([F:11])[cH:10]1.[Na+:3]. Reactants: CCCCCCCCCCCc1cccc(O)c1, Cc1ccccc1, CC(=O)O, CCOC(=O)C(Cl)C(=O)CC, [H-], [Na+], O. Yields the product CCCCCCCCCCCc1cccc(OC(C(=O)CC)C(=O)OCC)c1. RXN SMILES: [CH2:1]([CH2:2][CH2:3][CH2:4][CH2:5][CH2:6][CH2:7][CH2:8][CH2:9][CH2:10][CH3:11])[c:12]1[cH:13][c:14]([OH:18])[cH:15][cH:16][cH:17]1.[CH3:32][c:33]1[cH:34][cH:35][cH:36][cH:37][cH:38]1.[CH3:40][C:41](=[O:42])[OH:43].[Cl:21][CH:22]([C:23](=[O:24])[O:25][CH2:26][CH3:27])[C:28]([CH2:29][CH3:30])=[O:31].[H-:19].[Na+:20].[OH2:39]>>[CH2:1]([CH2:2][CH2:3][CH2:4][CH2:5][CH2:6][CH2:7][CH2:8][CH2:9][CH2:10][CH3:11])[c:12]1[cH:13][c:14]([O:18][CH:22]([C:23](=[O:24])[O:25][CH2:26][CH3:27])[C:28]([CH2:29][CH3:30])=[O:31])[cH:15][cH:16][cH:17]1. As a reaction SMILES: [C:1]([CH2:2][CH3:3])(=[O:4])[CH:5]1[CH2:6][CH2:7][O:8][CH2:9][CH2:10]1.[CH3:11][O:12][C:13](=[O:14])[O:15][CH3:16].[CH3:17][O-:18].[CH3:22][CH2:23][O:24][C:25](=[O:26])[CH3:27].[ClH:20].[Na+:19].[OH2:21]>>[C:1]([CH:2]([CH3:3])[C:13](=[O:14])[O:15][CH3:16])(=[O:4])[CH:5]1[CH2:6][CH2:7][O:8][CH2:9][CH2:10]1. Reactants: CCC(=O)C1CCOCC1, COC(=O)OC, C[O-], CCOC(C)=O, Cl, [Na+], O. Product: COC(=O)C(C)C(=O)C1CCOCC1. The reactants are CS(C)=O, NCC(F)(F)F, O=[N+]([O-])c1ccccc1F. The product is O=[N+]([O-])c1ccccc1NCC(F)(F)F. RXN SMILES: [CH3:17][S:18]([CH3:19])=[O:20].[F:11][C:12]([CH2:13][NH2:14])([F:15])[F:16].[F:1][c:2]1[c:3]([N+:8](=[O:9])[O-:10])[cH:4][cH:5][cH:6][cH:7]1>>[c:2]1([NH:14][CH2:13][C:12]([F:11])([F:15])[F:16])[c:3]([N+:8](=[O:9])[O-:10])[cH:4][cH:5][cH:6][cH:7]1. Isolated yield 61.3%. Reported procedure: If there are used in the manner described under (a), instead of 942 g (3.79 mols) of 3,12-dipropyl-1,2-diaza-1,5,9-cyclododecatriene, 220 g (0.71 mol) of 3,12-dipentyl-1,2-diazacyclododecane (diastereoisomeric mixture) and correspondingly reduced amounts of catalyst and solvent, with otherwise the same procedure, there is obtained, as the main fraction, 136 g (61.3% of theory) of 6,15-diaminoeicosane as colourless oil [b.p. 167°-170° C./0.001 Torr; nD20 =1.4603; IR (liquid) inter alia bands at 3... The reactants are NC(CCC)CCCCCCCCC(CCC)N (4,13-Diaminohexadecane), C(CC)C1N=NC(CC=CCCC=CC1)CCC (3,12-dipropyl-1,2-diaza-1,5,9-cyclododecatriene), C(CCCC)C1NNC(CCCCCCCC1)CCCCC (3,12-dipentyl-1,2-diazacyclododecane). RXN SMILES: NC(CCCCCCCCC(N)CCC)CCC.C(C1CC=CCCC=CCC(CCC)N=N1)CC.[CH2:37]([CH:42]1[CH2:53][CH2:52][CH2:51][CH2:50][CH2:49][CH2:48][CH2:47][CH2:46][CH:45]([CH2:54][CH2:55][CH2:56][CH2:57][CH3:58])[NH:44][NH:43]1)[CH2:38][CH2:39][CH2:40][CH3:41]>>[NH2:43][CH:42]([CH2:53][CH2:52][CH2:51][CH2:50][CH2:49][CH2:48][CH2:47][CH2:46][CH:45]([NH2:44])[CH2:54][CH2:55][CH2:56][CH2:57][CH3:58])[CH2:37][CH2:38][CH2:39][CH2:40][CH3:41]. The product is NC(CCCCC)CCCCCCCCC(CCCCC)N (6,15-diaminoeicosane). The reactants are C(C1=CC=CC=C1)N1CCC(CC1)NC(=S)NC(C)(C)C (N-(1-benzylpiperid-4-yl)-N'-tert-butylthiourea), Br (hydrobromic acid), C(C)OCC (diethylether). Run in C(C)(=O)O (acetic acid). Reaction conditions: time 4 hour. The product is Br.C(C1=CC=CC=C1)N1CCC(CC1)NC(=S)N (N-(1-Benzylpiperid-4-yl)thiourea hydrobromide). RXN SMILES: [CH2:1]([N:8]1[CH2:13][CH2:12][CH:11]([NH:14][C:15]([NH:17]C(C)(C)C)=[S:16])[CH2:10][CH2:9]1)[C:2]1[CH:7]=[CH:6][CH:5]=[CH:4][CH:3]=1.[BrH:22].C(OCC)C>C(O)(=O)C>[BrH:22].[CH2:1]([N:8]1[CH2:9][CH2:10][CH:11]([NH:14][C:15]([NH2:17])=[S:16])[CH2:12][CH2:13]1)[C:2]1[CH:3]=[CH:4][CH:5]=[CH:6][CH:7]=1 |f:4.5|. Procedure: 17 g of N-(1-benzylpiperid-4-yl)-N'-tert-butylthiourea are added to 170 ml of 33% hydrobromic acid in acetic acid; the reaction mixture is stirred at room temperature for 4 hours, then it is poured over diethylether. The crystals obtained are filtered and they are thoroughly washed with diethylether in order to obtain white crystals which melt at 120° C.; yield: quantitative.